From a dataset of the Open Reaction Database (ORD), a public repository of structured organic reaction records. describe an organic reaction: reactants, conditions, products, and yield The reactants are S1C=NC=C1 (thiazole), BrCCCCCCCCCCCCCCCCCC (1-bromoctadecane). Reaction conditions: temperature 120 celsius, time 5 hour. Product: [Br-].C(CCCCCCCCCCCCCCCCC)[N+]1=CSC=C1 (N-octadecylthiazolium bromide). Yield: 72.5%. RXN SMILES: [S:1]1[CH:5]=[CH:4][N:3]=[CH:2]1.[Br:6][CH2:7][CH2:8][CH2:9][CH2:10][CH2:11][CH2:12][CH2:13][CH2:14][CH2:15][CH2:16][CH2:17][CH2:18][CH2:19][CH2:20][CH2:21][CH2:22][CH2:23][CH3:24]>>[Br-:6].[CH2:24]([N+:3]1[CH:4]=[CH:5][S:1][CH:2]=1)[CH2:23][CH2:22][CH2:21][CH2:20][CH2:19][CH2:18][CH2:17][CH2:16][CH2:15][CH2:14][CH2:13][CH2:12][CH2:11][CH2:10][CH2:9][CH2:8][CH3:7] |f:2.3|. Procedure: In a 100 ml flask equipped with a stirrer, a condenser and a calcium chloride dryer tube were charged 3.8 g of thiazole and 10.0 g of 1-bromoctadecane, and the mixture was stirred at 120° C. for 5 hours. After cooling the reaction mixture to room temperature, precipitated crystals were collected by filtration under reduced pressure. The resulting crystals were recrystallized from a mixed solvent of acetone and methanol to obtain 9.1 g of the title compound. Melting point: 83° C. Reactants: FC(F)(F)c1cc(Br)ccn1, CC(C)(C)OC(=O)N1CCC2(CCNCC2)C1, Cc1ccccc1, CC(=O)[O-], CC(=O)[O-], [Pd+2], c1ccc(P(c2ccccc2)c2ccc3ccccc3c2-c2c(P(c3ccccc3)c3ccccc3)ccc3ccccc23)cc1. Product: CC(C)(C)OC(=O)N1CCC2(CCN(c3ccnc(C(F)(F)F)c3)CC2)C1. As a reaction SMILES: [Br:18][c:19]1[cH:20][c:21]([C:25]([F:26])([F:27])[F:28])[n:22][cH:23][cH:24]1.[CH2:1]1[N:2]([C:11](=[O:12])[O:13][C:14]([CH3:15])([CH3:16])[CH3:17])[CH2:3][CH2:4][C:5]12[CH2:6][CH2:7][NH:8][CH2:9][CH2:10]2.[CH3:75][c:76]1[cH:77][cH:78][cH:79][cH:80][cH:81]1.[O-:83][C:84]([CH3:85])=[O:86].[O-:87][C:88]([CH3:89])=[O:90].[Pd+2:82].[cH:29]1[cH:30][cH:31][c:32]([P:33]([c:34]2[cH:35][cH:36][c:37]3[c:38]([cH:39][cH:40][cH:41][cH:42]3)[c:43]2-[c:44]2[c:45]3[c:46]([cH:47][cH:48][cH:49][cH:50]3)[cH:51][cH:52][c:53]2[P:54]([c:55]2[cH:56][cH:57][cH:58][cH:59][cH:60]2)[c:61]2[cH:62][cH:63][cH:64][cH:65][cH:66]2)[c:67]2[cH:68][cH:69][cH:70][cH:71][cH:72]2)[cH:73][cH:74]1>>[CH2:1]1[N:2]([C:11](=[O:12])[O:13][C:14]([CH3:15])([CH3:16])[CH3:17])[CH2:3][CH2:4][C:5]12[CH2:6][CH2:7][N:8]([c:19]1[cH:20][c:21]([C:25]([F:26])([F:27])[F:28])[n:22][cH:23][cH:24]1)[CH2:9][CH2:10]2. Starting materials: BrC(Br)(Br)Br, COCc1cccc(CO)n1, ClCCl, c1ccc(P(c2ccccc2)c2ccccc2)cc1. Yields the product COCc1cccc(CBr)n1. Reaction SMILES: [Br:31][C:32]([Br:33])([Br:34])[Br:35].[CH3:1][O:2][CH2:3][c:4]1[cH:5][cH:6][cH:7][c:8]([CH2:10][OH:11])[n:9]1.[Cl:36][CH2:37][Cl:38].[c:12]1([P:13]([c:14]2[cH:15][cH:16][cH:17][cH:18][cH:19]2)[c:20]2[cH:21][cH:22][cH:23][cH:24][cH:25]2)[cH:26][cH:27][cH:28][cH:29][cH:30]1>>[CH3:1][O:2][CH2:3][c:4]1[cH:5][cH:6][cH:7][c:8]([CH2:10][Br:31])[n:9]1.